From a dataset of the Open Reaction Database (ORD), a public repository of structured organic reaction records. describe an organic reaction: reactants, conditions, products, and yield Starting materials: C1(=CC=CC2=CC=CC=C12)CNC(=O)C=1OC(=NN1)NCC=C(C)C (5-(3-methyl-but-2-en-1-ylamino)-[1,3,4]oxadiazole-2-carboxylic acid-(naphth-1-ylmethyl)-amide), N1CCNCC1 (piperazine). The solvent is ClCCl (dichloromethane). Reaction conditions: temperature 200 celsius, time 15 minute. Product: N1(CCNCC1)C1=NN=C(N1CC=C(C)C)C(=O)NCC1=CC=CC2=CC=CC=C12 (3-(piperazin-1-yl)-4-(3-methyl-but-2-enyl)-5-(naphth-1-ylmethylaminocarbonyl)-4H-[1,2,4]triazole). Reaction SMILES: [C:1]1([CH2:11][NH:12][C:13]([C:15]2O[C:17]([NH:20][CH2:21][CH:22]=[C:23]([CH3:25])[CH3:24])=[N:18][N:19]=2)=[O:14])[C:10]2[C:5](=[CH:6][CH:7]=[CH:8][CH:9]=2)[CH:4]=[CH:3][CH:2]=1.[NH:26]1[CH2:31][CH2:30][NH:29][CH2:28][CH2:27]1>ClCCl>[N:26]1([C:17]2[N:20]([CH2:21][CH:22]=[C:23]([CH3:25])[CH3:24])[C:15]([C:13]([NH:12][CH2:11][C:1]3[C:10]4[C:5](=[CH:6][CH:7]=[CH:8][CH:9]=4)[CH:4]=[CH:3][CH:2]=3)=[O:14])=[N:19][N:18]=2)[CH2:31][CH2:30][NH:29][CH2:28][CH2:27]1. Reported procedure: A mixture of 0.10 g 5-(3-methyl-but-2-en-1-ylamino)-[1,3,4]oxadiazole-2-carboxylic acid-(naphth-1-ylmethyl)-amide and 1.28 g piperazine is stirred for 15 min at 200° C. in a microwave. After cooling to ambient temperature dichloromethane is added, the organic phase is washed with water, dried over sodium sulphate and the solvent is removed. The residue is purified by chromatography on silica gel (dichloromethane/methanol 1:0→7:3).